From a dataset of the Open Reaction Database (ORD), a public repository of structured organic reaction records. describe an organic reaction: reactants, conditions, products, and yield Procedure: 180 grams (.75 mole) of 2,6-dinitro-4-t-butylphenol thus prepared was placed in a mixture of 113 grams (.95 mole) thionyl chloride, 55 grams (0.76 mole) dimethylformamide and 300 ml. of dry toluene. The mixture was stirred and heated to reflux temperature for 15 hours, after which time the thionyl chloride, DMF and toluene were removed under reduced pressure until a slush remained. Hexane was then added to the reaction vessel, the mixture cooled and filtered. The product was then recrystallized ... Isolated yield 86.6%. Run in C1(=CC=CC=C1)C (toluene). Reactants: [N+](=O)([O-])C1=C(C(=CC(=C1)C(C)(C)C)[N+](=O)[O-])O (2,6-dinitro-4-t-butylphenol), S(=O)(Cl)Cl (thionyl chloride), CN(C=O)C (dimethylformamide). RXN SMILES: [N+:1]([C:4]1[CH:9]=[C:8]([C:10]([CH3:13])([CH3:12])[CH3:11])[CH:7]=[C:6]([N+:14]([O-:16])=[O:15])[C:5]=1O)([O-:3])=[O:2].S(Cl)([Cl:20])=O.CN(C)C=O>C1(C)C=CC=CC=1>[N+:1]([C:4]1[CH:9]=[C:8]([C:10]([CH3:13])([CH3:12])[CH3:11])[CH:7]=[C:6]([N+:14]([O-:16])=[O:15])[C:5]=1[Cl:20])([O-:3])=[O:2]. Product: [N+](=O)([O-])C1=C(C(=CC(=C1)C(C)(C)C)[N+](=O)[O-])Cl (2,6-dinitro-4-t-butylchlorobenzene).